Dataset: the Open Reaction Database (ORD), a public repository of structured organic reaction records. Task: describe an organic reaction: reactants, conditions, products, and yield Reactants: CC(=O)O[BH-](OC(C)=O)OC(C)=O, C1=CCNCC1, [Na+], O=Cc1ccc(C(=O)N2CCN3C(=O)OC(c4ccccc4)(c4ccccc4)C3C2)cc1, C1CCOC1, O. Yields the product O=C(c1ccc(CN2CC=CCC2)cc1)N1CCN2C(=O)OC(c3ccccc3)(c3ccccc3)C2C1. As a reaction SMILES: [C:39]([O:40][BH-:41]([O:42][C:43](=[O:44])[CH3:45])[O:46][C:47](=[O:48])[CH3:49])(=[O:50])[CH3:51].[CH2:33]1[CH2:34][CH:35]=[CH:36][CH2:37][NH:38]1.[Na+:52].[O:1]=[C:2]1[O:3][C:4]([c:21]2[cH:22][cH:23][cH:24][cH:25][cH:26]2)([c:27]2[cH:28][cH:29][cH:30][cH:31][cH:32]2)[CH:5]2[N:6]1[CH2:7][CH2:8][N:9]([C:11](=[O:12])[c:13]1[cH:14][cH:15][c:16]([CH:17]=[O:18])[cH:19][cH:20]1)[CH2:10]2.[O:53]1[CH2:54][CH2:55][CH2:56][CH2:57]1.[OH2:58]>>[O:1]=[C:2]1[O:3][C:4]([c:21]2[cH:22][cH:23][cH:24][cH:25][cH:26]2)([c:27]2[cH:28][cH:29][cH:30][cH:31][cH:32]2)[CH:5]2[N:6]1[CH2:7][CH2:8][N:9]([C:11](=[O:12])[c:13]1[cH:14][cH:15][c:16]([CH2:17][N:38]3[CH2:33][CH2:34][CH:35]=[CH:36][CH2:37]3)[cH:19][cH:20]1)[CH2:10]2. Starting materials: CCOC(C)=O, Clc1ncc(C#Cc2ccccc2)c(Nc2ccccc2)n1. The product is Clc1ncc(CCc2ccccc2)c(Nc2ccccc2)n1. RXN SMILES: [CH3:23][CH2:24][O:25][C:26](=[O:27])[CH3:28].[NH:1]([c:2]1[cH:3][cH:4][cH:5][cH:6][cH:7]1)[c:8]1[n:9][c:10]([Cl:22])[n:11][cH:12][c:13]1[C:14]#[C:15][c:16]1[cH:17][cH:18][cH:19][cH:20][cH:21]1>>[NH:1]([c:2]1[cH:3][cH:4][cH:5][cH:6][cH:7]1)[c:8]1[n:9][c:10]([Cl:22])[n:11][cH:12][c:13]1[CH2:14][CH2:15][c:16]1[cH:17][cH:18][cH:19][cH:20][cH:21]1.